Dataset: the Open Reaction Database (ORD), a public repository of structured organic reaction records. Task: describe an organic reaction: reactants, conditions, products, and yield Starting materials: ClC=1N=C(C2=C(N1)C=C(O2)CN2CCN(CC2)S(=O)(=O)C)N2CCOCC2 (2-Chloro-6-((4-(methylsulfonyl)piperazin-1-yl)methyl)-4-morpholinofuro[3,2-d]pyrimidine), CC1(OB(OC1(C)C)C=1C=CC(=NC1)N)C (5-(4,4,5,5-tetramethyl-1,3,2-dioxaborolan-2-yl)pyridin-2-amine). Yields the product O1CCN(CC1)C=1C2=C(N=C(N1)C=1C=CC(=NC1)N)C=C(O2)CN2CCN(CC2)S(=O)(=O)C (5-(4-morpholino-6-((4-N-methylsulfonylpiperazin-1-yl)methyl)furo[3,2-d]pyrimidin-2-yl)pyridin-2-amine). RXN SMILES: Cl[C:2]1[N:3]=[C:4]([N:22]2[CH2:27][CH2:26][O:25][CH2:24][CH2:23]2)[C:5]2[O:10][C:9]([CH2:11][N:12]3[CH2:17][CH2:16][N:15]([S:18]([CH3:21])(=[O:20])=[O:19])[CH2:14][CH2:13]3)=[CH:8][C:6]=2[N:7]=1.CC1(C)C(C)(C)OB([C:36]2[CH:37]=[CH:38][C:39]([NH2:42])=[N:40][CH:41]=2)O1>>[O:25]1[CH2:26][CH2:27][N:22]([C:4]2[C:5]3[O:10][C:9]([CH2:11][N:12]4[CH2:17][CH2:16][N:15]([S:18]([CH3:21])(=[O:20])=[O:19])[CH2:14][CH2:13]4)=[CH:8][C:6]=3[N:7]=[C:2]([C:36]3[CH:37]=[CH:38][C:39]([NH2:42])=[N:40][CH:41]=3)[N:3]=2)[CH2:23][CH2:24]1. Procedure: 2-Chloro-6-((4-(methylsulfonyl)piperazin-1-yl)methyl)-4-morpholinofuro[3,2-d]pyrimidine was reacted with 5-(4,4,5,5-tetramethyl-1,3,2-dioxaborolan-2-yl)pyridin-2-amine via General Procedure E to give, after purification by reverse HPLC, 22 mg of 236. MS (Q1) 474 (M+). Reactants: BrCC#N (bromoacetonitrile), C([O-])([O-])=O.[Cs+].[Cs+] (cesium carbonate), C(C1=CC=CC=C1)N1C=C(C2=CC=CC=C12)C=1OC(=CN1)C=1C=C2C=CC(=CC2=CC1)O (6-[2-(1-benzyl-1H-indol-3-yl)-1,3-oxazol-5-yl]-2-naphthol). Run in CC(=O)C (acetone). Reaction conditions: time 8 hour. Yields the product C(C1=CC=CC=C1)N1C=C(C2=CC=CC=C12)C=1OC(=CN1)C=1C=C2C=CC(=CC2=CC1)OCC#N (({6-[2-(1-benzyl-1H-indol-3-yl)-1,3-oxazol-5-yl]-2-naphthyl}oxy)acetonitrile). The yield is 94.8%. Reaction SMILES: [CH2:1]([N:8]1[C:16]2[C:11](=[CH:12][CH:13]=[CH:14][CH:15]=2)[C:10]([C:17]2[O:18][C:19]([C:22]3[CH:23]=[C:24]4[C:29](=[CH:30][CH:31]=3)[CH:28]=[C:27]([OH:32])[CH:26]=[CH:25]4)=[CH:20][N:21]=2)=[CH:9]1)[C:2]1[CH:7]=[CH:6][CH:5]=[CH:4][CH:3]=1.Br[CH2:34][C:35]#[N:36].C(=O)([O-])[O-].[Cs+].[Cs+]>CC(C)=O>[CH2:1]([N:8]1[C:16]2[C:11](=[CH:12][CH:13]=[CH:14][CH:15]=2)[C:10]([C:17]2[O:18][C:19]([C:22]3[CH:23]=[C:24]4[C:29](=[CH:30][CH:31]=3)[CH:28]=[C:27]([O:32][CH2:34][C:35]#[N:36])[CH:26]=[CH:25]4)=[CH:20][N:21]=2)=[CH:9]1)[C:2]1[CH:7]=[CH:6][CH:5]=[CH:4][CH:3]=1 |f:2.3.4|. Procedure: A mixture of 6-[2-(1-benzyl-1H-indol-3-yl)-1,3-oxazol-5-yl]-2-naphthol (137 mg, 0.329 mmol), prepared in step 4 of Example 5, bromoacetonitrile (28 μL, 0.402 mmol) and cesium carbonate (213 mg, 0.402 mmol) in 20 mL of acetone was stirred under nitrogen at room temperature for 20 h (overnight). The acetone was removed under reduced pressure and the residue partitioned between methylene chloride and water. The organic layer was separated and the aqueous layer extracted two times with methylene chl... Starting materials: O=C1Nc2ccc(Br)cc2C2(CCC2)O1, O=C([O-])[O-], C1CCOC1, Cn1cccc1C#N, CC(C)[N-]C(C)C, CC(C)OB(OC(C)C)OC(C)C, [Cl-], [K+], [K+], [Li+], [NH4+], O. Product: Cn1c(C#N)ccc1-c1ccc2c(c1)C1(CCC1)OC(=O)N2. Reaction SMILES: [Br:30][c:31]1[cH:32][cH:33][c:34]2[c:35]([cH:44]1)[C:36]1([O:37][C:38](=[O:40])[NH:39]2)[CH2:41][CH2:42][CH2:43]1.[C:45](=[O:46])([O-:47])[O-:48].[CH2:53]1[O:54][CH2:55][CH2:56][CH2:57]1.[CH3:1][n:2]1[c:3]([C:7]#[N:8])[cH:4][cH:5][cH:6]1.[CH:22]([N-:23][CH:24]([CH3:25])[CH3:26])([CH3:27])[CH3:28].[CH:9]([O:10][B:11]([O:12][CH:13]([CH3:14])[CH3:15])[O:16][CH:17]([CH3:18])[CH3:19])([CH3:20])[CH3:21].[Cl-:51].[K+:49].[K+:50].[Li+:29].[NH4+:52].[OH2:58]>>[CH3:1][n:2]1[c:3]([C:7]#[N:8])[cH:4][cH:5][c:6]1-[c:31]1[cH:32][cH:33][c:34]2[c:35]([cH:44]1)[C:36]1([O:37][C:38](=[O:40])[NH:39]2)[CH2:41][CH2:42][CH2:43]1. Reactants: ClC=1C(=NC(=C(N1)OC1=CC(=CC=C1)[N+](=O)[O-])CC)C(=O)N (3-chloro-6-ethyl-5-(3-nitrophenoxy)pyrazine-2-carboxamide), CN1CCN(CC1)CC1=CC=C(N)C=C1 (4-[(4-methylpiperazin-1-yl)methyl]aniline), C1(CCCCC1)P(C1=C(C=CC=C1)C1=C(C=C(C=C1C(C)C)C(C)C)C(C)C)C1CCCCC1 (dicyclohexyl(2′,4′,6′-triisopropylbiphenyl-2-yl)phosphine), C([O-])([O-])=O.[Cs+].[Cs+] (cesium carbonate). Reagents/catalysts: C=1C=CC(=CC1)/C=C/C(=O)/C=C/C2=CC=CC=C2.C=1C=CC(=CC1)/C=C/C(=O)/C=C/C2=CC=CC=C2.C=1C=CC(=CC1)/C=C/C(=O)/C=C/C2=CC=CC=C2.[Pd].[Pd] (tris(dibenzylideneacetone)dipalladium). Run in C(C)(=O)OCC (ethyl acetate), O1CCOCC1 (dioxane). Yields the product C(C)C1=C(N=C(C(=N1)C(=O)N)NC1=CC=C(C=C1)CN1CCN(CC1)C)OC1=CC(=CC=C1)[N+](=O)[O-] (6-ethyl-3-({4-[(4-methylpiperazin-1-yl)methyl]phenyl}amino)-5-(3-nitrophenoxy)pyrazine-2-carboxamide). The yield is 18.4%. As a reaction SMILES: Cl[C:2]1[C:3]([C:20]([NH2:22])=[O:21])=[N:4][C:5]([CH2:18][CH3:19])=[C:6]([O:8][C:9]2[CH:14]=[CH:13][CH:12]=[C:11]([N+:15]([O-:17])=[O:16])[CH:10]=2)[N:7]=1.[CH3:23][N:24]1[CH2:29][CH2:28][N:27]([CH2:30][C:31]2[CH:37]=[CH:36][C:34]([NH2:35])=[CH:33][CH:32]=2)[CH2:26][CH2:25]1.C1(P(C2CCCCC2)C2C=CC=CC=2C2C(C(C)C)=CC(C(C)C)=CC=2C(C)C)CCCCC1.C(=O)([O-])[O-].[Cs+].[Cs+]>C(OCC)(=O)C.C1C=CC(/C=C/C(/C=C/C2C=CC=CC=2)=O)=CC=1.C1C=CC(/C=C/C(/C=C/C2C=CC=CC=2)=O)=CC=1.C1C=CC(/C=C/C(/C=C/C2C=CC=CC=2)=O)=CC=1.[Pd].[Pd].O1CCOCC1>[CH2:18]([C:5]1[N:4]=[C:3]([C:20]([NH2:22])=[O:21])[C:2]([NH:35][C:34]2[CH:33]=[CH:32][C:31]([CH2:30][N:27]3[CH2:26][CH2:25][N:24]([CH3:23])[CH2:29][CH2:28]3)=[CH:37][CH:36]=2)=[N:7][C:6]=1[O:8][C:9]1[CH:14]=[CH:13][CH:12]=[C:11]([N+:15]([O-:17])=[O:16])[CH:10]=1)[CH3:19] |f:3.4.5,7.8.9.10.11|. Procedure: Under an argon atmosphere, a mixture of 3-chloro-6-ethyl-5-(3-nitrophenoxy)pyrazine-2-carboxamide (50 mg), 4-[(4-methylpiperazin-1-yl)methyl]aniline (48 mg), tris(dibenzylideneacetone)dipalladium (0) (14 mg), dicyclohexyl(2′,4′,6′-triisopropylbiphenyl-2-yl)phosphine (30 mg), cesium carbonate (101 mg), and dioxane (2 mL) was heated and refluxed for 4 hours. The reaction mixture was cooled and then diluted with ethyl acetate, and the organic phase was washed with water and saturated brine. After d... RXN SMILES: [CH:1]([C:3]1[C:8](=[O:9])[N:7]([CH2:10][CH2:11][CH3:12])[C:6](=[O:13])[N:5]2[CH2:14][CH2:15][S:16][C:4]=12)=O.[C:17](#[N:21])[CH2:18][C:19]#[N:20].[OH-].[K+]>C(O)C>[C:19]([C:18](=[CH:1][C:3]1[C:8](=[O:9])[N:7]([CH2:10][CH2:11][CH3:12])[C:6](=[O:13])[N:5]2[CH2:14][CH2:15][S:16][C:4]=12)[C:17]#[N:21])#[N:20] |f:2.3|. Conditions: temperature 60 celsius, time 7 hour. The product is C(#N)C(C#N)=CC1=C2N(C(N(C1=O)CCC)=O)CCS2 (2-Cyano-3-(5,7-dioxo-6-propyl-2,3,6,7-tetrahydro-5H-thiazolo[3,2-c]pyrimidine-8-yl)acrylonitrile). Run in C(C)O (ethanol). Isolated yield 19.2%. Starting materials: C(=O)C1=C2N(C(N(C1=O)CCC)=O)CCS2 (8-formyl-6-propyl-2,3-dihydro-5H-thiazolo[3,2-c]pyrimidine-5,7(6H)-dione), C(CC#N)#N (malononitrile), aqueous solution, [OH-].[K+] (potassium hydroxide). Reported procedure: A solution of 8-formyl-6-propyl-2,3-dihydro-5H-thiazolo[3,2-c]pyrimidine-5,7(6H)-dione(1 g), malononitrile (0.31 g) and ethanol (20 ml) containing 10% aqueous solution of potassium hydroxide (0.1 ml), were stirred at 60° C. for 7 hours. The reaction solution was concentrated under reduced pressure, and the residue was dissolved in chloroform. After washing with water and drying, the organic solution was concentrated to dryness. The resulting residue was purified by column chromatography on silic... The reactants are Cl (hydrochloric acid), C(CCCCC)(=O)Cl (Hexanoylchloride), NC=1C=C2C(=CN(C2=CC1)C)CC1=C(C=C(C(=O)OC)C=C1)OC (methyl 4-(5-amino-1-methylindol-3-ylmethyl)-3-methoxybenzoate), CN1CCOCC1 (N-methylmorpholine). Run in ClCCl (dichloromethane). Conditions: time 2 hour. The product is C(CCCCC)(=O)NC=1C=C2C(=CN(C2=CC1)C)CC1=C(C=C(C(=O)OC)C=C1)OC (Methyl 4-(5-hexanamido-1-methylindol-3-ylmethyl)-3-methoxybenzoate). Yield: 76.8%. As a reaction SMILES: [C:1](Cl)(=[O:7])[CH2:2][CH2:3][CH2:4][CH2:5][CH3:6].[NH2:9][C:10]1[CH:11]=[C:12]2[C:16](=[CH:17][CH:18]=1)[N:15]([CH3:19])[CH:14]=[C:13]2[CH2:20][C:21]1[CH:30]=[CH:29][C:24]([C:25]([O:27][CH3:28])=[O:26])=[CH:23][C:22]=1[O:31][CH3:32].CN1CCOCC1.Cl>ClCCl>[C:1]([NH:9][C:10]1[CH:11]=[C:12]2[C:16](=[CH:17][CH:18]=1)[N:15]([CH3:19])[CH:14]=[C:13]2[CH2:20][C:21]1[CH:30]=[CH:29][C:24]([C:25]([O:27][CH3:28])=[O:26])=[CH:23][C:22]=1[O:31][CH3:32])(=[O:7])[CH2:2][CH2:3][CH2:4][CH2:5][CH3:6]. Procedure: Hexanoylchloride (0.029 g.) was added to a stirred solution of methyl 4-(5-amino-1-methylindol-3-ylmethyl)-3-methoxybenzoate (D) (0.05 g.) and N-methylmorpholine (0.05 g.) in dichloromethane (3 ml.), under an atmosphere of nitrogen. The mixture was stirred for 2 hours and then poured into 1M hydrochloric acid (15 ml.). This mixture was extracted with ethyl acetate (2×20 ml.). The combined extracts were dried (MgSO4), and evaporated. The residual oil was purified by flash chromatography on silica...